The task is: describe an organic reaction: reactants, conditions, products, and yield. This data is from the Open Reaction Database (ORD), a public repository of structured organic reaction records. The reactants are CC#N, COc1ccc(CNc2nc(CCC(N)=O)nc3sc4c(c23)CCCC4)cc1Cl, O=C(Cl)C(=O)Cl, CN(C)C=O. The product is COc1ccc(CNc2nc(CCC#N)nc3sc4c(c23)CCCC4)cc1Cl. Reaction SMILES: [CH3:41][C:42]#[N:43].[Cl:12][c:13]1[cH:14][c:15]([CH2:16][NH:17][c:18]2[c:19]3[c:20]([n:21][c:22]([CH2:24][CH2:25][C:26](=[O:27])[NH2:28])[n:23]2)[s:29][c:30]2[c:31]3[CH2:32][CH2:33][CH2:34][CH2:35]2)[cH:36][cH:37][c:38]1[O:39][CH3:40].[Cl:6][C:7]([C:8]([Cl:9])=[O:10])=[O:11].[O:1]=[CH:2][N:3]([CH3:4])[CH3:5]>>[Cl:12][c:13]1[cH:14][c:15]([CH2:16][NH:17][c:18]2[c:19]3[c:20]([n:21][c:22]([CH2:24][CH2:25][C:26]#[N:28])[n:23]2)[s:29][c:30]2[c:31]3[CH2:32][CH2:33][CH2:34][CH2:35]2)[cH:36][cH:37][c:38]1[O:39][CH3:40]. The reactants are N1CCCC2=CC=CC=C12 (1,2,3,4-Tetrahydroquinoline), BrCCC1=CNC2=CC=CC=C12 (3-(2-bromoethyl)-indole). The solvent is C(Cl)(Cl)Cl (chloroform). Product: N1C=C(C2=CC=CC=C12)CCN1CCCC2=CC=CC=C12 (1-(2-(1H-Indol-3-yl)ethyl)-1,2,3,4-tetrahydroquinoline). Reaction SMILES: [NH:1]1[C:10]2[C:5](=[CH:6][CH:7]=[CH:8][CH:9]=2)[CH2:4][CH2:3][CH2:2]1.Br[CH2:12][CH2:13][C:14]1[C:22]2[C:17](=[CH:18][CH:19]=[CH:20][CH:21]=2)[NH:16][CH:15]=1>C(Cl)(Cl)Cl>[NH:16]1[C:17]2[C:22](=[CH:21][CH:20]=[CH:19][CH:18]=2)[C:14]([CH2:13][CH2:12][N:1]2[C:10]3[C:5](=[CH:6][CH:7]=[CH:8][CH:9]=3)[CH2:4][CH2:3][CH2:2]2)=[CH:15]1. Procedure: 1,2,3,4-Tetrahydroquinoline (5.94 g, 5.6 ml, 44.6 mmol) was added to a solution of 3-(2-bromoethyl)-indole (5.00 g, 22.3 mmol) in dry chloroform (25 ml) at room temperature and the mixture was then stirred under reflux for 5 h. The reaction mixture cooled overnight. The organic phase was extracted with dil. sulfuric acid (2×50 ml). The aqueous phase was rendered basic with 5N NaOH, while cooling with ice, and extracted with ether (3×50 ml). The organic phase was dried over Na2SO4 and concentrate... Reactants: c12c(ncnc1Cl)[nH]cc2, C1([C@@H]([C@@H]([C@H](O1)[C@H](OC(c1ccccc1)=O)c1ccc(c(c1)F)Cl)O)O)O. The reagents and catalysts are CC(C)OC(=O)/N=N/C(=O)OC(C)C (DIAD 2eq.), c1ccc(cc1)-c2c3ccccc3cc4ccccc24 (9-Phenylanthracene), CCCCP(CCCC)CCCC (PBu3). The solvent is C1CCOC1 (THF). Conditions: temperature 20 celsius, time 18 hour. The product is O[C@H]1[C@@H](O)C(O[C@@H]1[C@H](OC(=O)c2ccccc2)c3ccc(Cl)c(F)c3)n4ccc5c(Cl)ncnc45. Reaction SMILES: O[CH:1]1[C@H:24]([OH:25])[C@H:22]([OH:23])[C@@H:3]([C@@H:4]([c:14]2[cH:21][c:19]([F:20])[c:17]([Cl:18])[cH:16][cH:15]2)[O:5][C:6]([c:8]3[cH:13][cH:12][cH:11][cH:10][cH:9]3)=[O:7])[O:2]1.[Cl:26][c:27]1[c:35]([c:31]2[n:30][cH:29][n:28]1)[cH:34][cH:33][nH:32]2>>[OH:23][C@@H:22]1[C@@H:3]([C@@H:4]([c:14]2[cH:21][c:19]([F:20])[c:17]([Cl:18])[cH:16][cH:15]2)[O:5][C:6]([c:8]3[cH:13][cH:12][cH:11][cH:10][cH:9]3)=[O:7])[O:2][CH:1]([n:32]4[c:31]([c:35]5[cH:34][cH:33]4)[n:30][cH:29][n:28][c:27]5[Cl:26])[C@@H:24]1[OH:25]. The solvent is C1CCOC1 (THF), CN1C(N(CCC1)C)=O (1,3-dimethyl-3,4,5,6-tetrahydro-2(1H)-pyrimidinone), C1CCOC1 (THF). Starting materials: C(C)N1CCC(C2=CC(=CC(=C12)/C(=C(\C=O)/F)/C)C(C)C)(C)C ((E)-3-(1-Ethyl-6-isopropyl-4,4-dimethyl-1,2,3,4-tetrahydro-quinolin-8-yl)-2-fluoro-but-2-enal), C(C)N1CCC(C2=CC(=CC(=C12)/C(=C(\C=O)/F)/C)C(C)C)(C)C ((E)-3-(1-Ethyl-6-isopropyl-4,4-dimethyl-1,2,3,4-tetrahydro-quinolin-8-yl)-2-fluoro-but-2-enal), C(C)OP(=O)(OCC)CC(=CC(=O)OCC)C (ethyl 4-(diethoxyphosphoryl)-3-methyl-but-2-enoate), solution, C(CCC)[Li] (n-butyl lithium), CCCCCC (hexane). Yields the product F\C(\C=O)=C(/C)\C=1C=C(C=C2C(CCN(C12)CCC)(C)C)C(C)C ((E)-2-Fluoro-3-(6-isopropyl-4,4-dimethyl-1-n-propyl-1,2,3,4-tetrahydro-quinolin-8-yl)-but-2-enal). RXN SMILES: [CH2:1](OP(CC(C)=CC(OCC)=O)(OCC)=O)C.C([Li])CCC.CCCCCC.[CH2:29]([N:31]1[C:40]2[C:35](=[CH:36][C:37]([CH:47]([CH3:49])[CH3:48])=[CH:38][C:39]=2/[C:41](/[CH3:46])=[C:42](/[F:45])\[CH:43]=[O:44])[C:34]([CH3:51])([CH3:50])[CH2:33][CH2:32]1)[CH3:30]>C1COCC1.CN1CCCN(C)C1=O>[F:45]/[C:42](=[C:41](/[C:39]1[CH:38]=[C:37]([CH:47]([CH3:48])[CH3:49])[CH:36]=[C:35]2[C:40]=1[N:31]([CH2:29][CH2:30][CH3:1])[CH2:32][CH2:33][C:34]2([CH3:50])[CH3:51])\[CH3:46])/[CH:43]=[O:44]. Reported procedure: To a solution of ethyl 4-(diethoxyphosphoryl)-3-methyl-but-2-enoate (210 mg, 0.80 mmol), 10 ml of anhydrous THF, and 1,3-dimethyl-3,4,5,6-tetrahydro-2(1H)-pyrimidinone (0.12 ml) under argon at −78° C. was slowly added a 1.6 M solution of n-butyl lithium and hexane (0.52 ml, 0.84 mmol). The resulting mixture was stirred at −78° C. for 30 minutes before a solution of (E)-3-(1-ethyl-6-isopropyl-4,4-dimethyl-1,2,3,4-tetrahydro-quinolin-8-yl)-2-fluoro-but-2-enal (Intermediate 21, 87 mg, 0.27 mmol) an... Reaction conditions: temperature 0 celsius, time 1 hour. The reactants are C([O-])(O)=O (bicarbonate), C1(CCCCC1)C1=CC=C(COP(=O)(C2=CC=CC=C2)C2=CC=CC=C2)C=C1 (diphenyl-phosphinic acid 4-cyclohexyl-benzyl ester), C(C=C)[Si](C)(C)C (allyltrimethylsilane), C[Si](C)(C)OS(=O)(=O)C(F)(F)F (trimethylsilyltriflate). The solvent is COC(C)OC (dimethoxy-ethane). Run at temperature 0 celsius, time 1 hour. Product: C(CC=C)C1=CC=C(C=C1)C1CCCCC1 (1-But-3-enyl-4-cyclohexyl-benzene). Yield: 82.0%. As a reaction SMILES: [CH:1]1([C:7]2[CH:28]=[CH:27][C:10]([CH2:11]OP(C3C=CC=CC=3)(C3C=CC=CC=3)=O)=[CH:9][CH:8]=2)[CH2:6][CH2:5][CH2:4][CH2:3][CH2:2]1.[CH2:29]([Si](C)(C)C)[CH:30]=[CH2:31].C[Si](OS(C(F)(F)F)(=O)=O)(C)C.C(=O)(O)[O-]>COC(OC)C>[CH2:11]([C:10]1[CH:9]=[CH:8][C:7]([CH:1]2[CH2:2][CH2:3][CH2:4][CH2:5][CH2:6]2)=[CH:28][CH:27]=1)[CH2:31][CH:30]=[CH2:29]. Procedure: To a stirred mixture of diphenyl-phosphinic acid 4-cyclohexyl-benzyl ester (1 g, 2.56 mmol) and 1.22 ml (7.69 mmol) of allyltrimethylsilane in 12 ml of dry dimethoxy-ethane at 0° C. was added 0.46 ml of trimethylsilyltriflate. The mixture was stirred at 0° C. for 1 h, poured into saturated bicarbonate, extracted with ethyl acetate, washed with water, dried (sodium sulfate) filtered and concentrated. The material was purified by chromatography on silica gel, eluting with ethyl acetate/heptane to ... Starting materials: ClCCl, BrP(Br)Br, CCCc1c(-c2nc(-c3ccc(CCO)cc3)no2)noc1-c1ccccc1. Yields the product CCCc1c(-c2nc(-c3ccc(CCBr)cc3)no2)noc1-c1ccccc1. Reaction SMILES: [Cl:33][CH2:34][Cl:35].[P:29]([Br:30])([Br:31])[Br:32].[c:1]1(-[c:7]2[c:8]([CH2:26][CH2:27][CH3:28])[c:9](-[c:12]3[n:13][c:14](-[c:17]4[cH:18][cH:19][c:20]([CH2:23][CH2:24][OH:25])[cH:21][cH:22]4)[n:15][o:16]3)[n:10][o:11]2)[cH:2][cH:3][cH:4][cH:5][cH:6]1>>[c:1]1(-[c:7]2[c:8]([CH2:26][CH2:27][CH3:28])[c:9](-[c:12]3[n:13][c:14](-[c:17]4[cH:18][cH:19][c:20]([CH2:23][CH2:24][Br:30])[cH:21][cH:22]4)[n:15][o:16]3)[n:10][o:11]2)[cH:2][cH:3][cH:4][cH:5][cH:6]1. Reactants: C(CC(O)(C(=O)O)CC(=O)O)(=O)O (citric acid), OC=1C=C2C=NNC2=CC1 (5-Hydroxyindazole), [Si](C)(C)(C(C)(C)C)Cl (tert-butyldimethylsilyl chloride), N1C=NC=C1 (imidazole). Solvent: C(Cl)Cl (DCM). Conditions: time 18 hour. The product is [Si](C)(C)(C(C)(C)C)OC=1C=C2C=NNC2=CC1 (5-{[tert-butyl(dimethyl)silyl]oxy}-1H-indazole). The yield is 91.6%. RXN SMILES: [OH:1][C:2]1[CH:3]=[C:4]2[C:8](=[CH:9][CH:10]=1)[NH:7][N:6]=[CH:5]2.[Si:11](Cl)([C:14]([CH3:17])([CH3:16])[CH3:15])([CH3:13])[CH3:12].N1C=CN=C1.C(O)(=O)CC(CC(O)=O)(C(O)=O)O>C(Cl)Cl>[Si:11]([O:1][C:2]1[CH:3]=[C:4]2[C:8](=[CH:9][CH:10]=1)[NH:7][N:6]=[CH:5]2)([C:14]([CH3:17])([CH3:16])[CH3:15])([CH3:13])[CH3:12]. Procedure details: 5-Hydroxyindazole (3.00 g, 22.37 mmol), tert-butyldimethylsilyl chloride (4.05 g, 26.8 mmol) and imidazole (2.28 g, 33.5 mmol) were mixed in DCM (50 mL) and stirred at room temperature for 18 hours. The reaction mixture was poured into 0.5 N aqueous citric acid solution and extracted with DCM (3×25 mL). The combined organics were dried over magnesium sulfate, filtered and evaporated to dryness. The residue was purified by silica gel chromatography eluting with 0 to 50% EtOAc in hexane to yield t...